This data is from the Open Reaction Database (ORD), a public repository of structured organic reaction records. The task is: describe an organic reaction: reactants, conditions, products, and yield Reactants: O=C1N=C2C(=CC=CC2=C2C1CCO2)OC (4-Oxo-6-methoxy-2,3-dihydrofuro[3,2-c]quinoline), CC1=C(N)C=CC=C1 (2-methylaniline). Run in C(COCCO)O (diethylene glycol), salt, O (water). Run at temperature 250 celsius. The product is CC1=C(C=CC=C1)N1CCC=2C(NC=3C(=CC=CC3C21)OC)=O (1-(2-methylphenyl)-4-oxo-6-methoxy-2,3,4,5-tetrahydropyrrolo[3,2-c]quinoline). Isolated yield 76.7%. Reaction SMILES: [O:1]=[C:2]1[CH:11]2[CH2:12][CH2:13]O[C:10]2=[C:9]2[C:4]([C:5]([O:15][CH3:16])=[CH:6][CH:7]=[CH:8]2)=[N:3]1.[CH3:17][C:18]1[CH:24]=[CH:23][CH:22]=[CH:21][C:19]=1[NH2:20]>C(O)COCCO.O>[CH3:17][C:18]1[CH:24]=[CH:23][CH:22]=[CH:21][C:19]=1[N:20]1[C:10]2[C:9]3[CH:8]=[CH:7][CH:6]=[C:5]([O:15][CH3:16])[C:4]=3[NH:3][C:2](=[O:1])[C:11]=2[CH2:12][CH2:13]1. Procedure details: 4-Oxo-6-methoxy-2,3-dihydrofuro[3,2-c]quinoline (217 mg, 1.0 mmol) was dissolved in 10 ml of diethylene glycol in a pressure tube and 2-methylaniline (267 μl, 2.5 mmol) was added under nitrogen. The reaction mixture was heated at 250° C. for 15 hours. The reaction mixture was diluted with 20 ml of salt water and the aqueous layer was extracted with methylene chloride (15 ml×3). After washing with water (15 ml×3), the organic layer was dried by anhydrous magnesium sulfate and filtered, amd concen...